From a dataset of the Open Reaction Database (ORD), a public repository of structured organic reaction records. describe an organic reaction: reactants, conditions, products, and yield The reactants are C(C1=CC=CC=C1)N1C(COC2=C3C1=C1CCCCC1=NC3=CC=C2)=O (1-benzyl-1,3,9,10,11,12-hexahydro-2H-quino[4,3,2-ef][1,4]benzoxazepin-2-one), B (borane). Solvent: O1CCCC1 (tetrahydrofuran), O1CCCC1 (tetrahydrofuran). Run at time 8 hour. The product is C(C1=CC=CC=C1)N1CCOC2=C3C1=C1CCCCC1=NC3=CC=C2 (1-Benzyl-2,3,9,10,11,12-hexahydroquino[4,3,2-ef][1,4]benzoxazepine). Isolated yield 67.5%. Reaction SMILES: [CH2:1]([N:8]1[C:14]2=[C:15]3[C:20](=[N:21][C:22]4=[CH:23][CH:24]=[CH:25][C:12](=[C:13]24)[O:11][CH2:10][C:9]1=O)[CH2:19][CH2:18][CH2:17][CH2:16]3)[C:2]1[CH:7]=[CH:6][CH:5]=[CH:4][CH:3]=1.B>O1CCCC1>[CH2:1]([N:8]1[C:14]2=[C:15]3[C:20](=[N:21][C:22]4=[CH:23][CH:24]=[CH:25][C:12](=[C:13]24)[O:11][CH2:10][CH2:9]1)[CH2:19][CH2:18][CH2:17][CH2:16]3)[C:2]1[CH:3]=[CH:4][CH:5]=[CH:6][CH:7]=1. Procedure details: To a solution of 1-benzyl-1,3,9,10,11,12-hexahydro-2H-quino[4,3,2-ef][1,4]benzoxazepin-2-one (4.71 g) in dry tetrahydrofuran (200 ml) was added borane in tetrahydrofuran (1M, 65 ml). The reaction mixture was stirred at room temperature overnight, quenched with 5% hydrochloric acid (500 ml), and stirred for an additional 2.5 hrs. The reaction mixture was cooled (0° C.), basified with 10% sodium hydroxide solution (500 ml), and extracted with ethyl acetate (800 ml). The organic phase was washed wi... The reactants are C(#N)C1=C(N(C2=NC(=CC(=C21)C)C)[C@H]2CCCC1=CC=CC=C21)/C=C/C(=O)O ((2E)-3-{3-cyano-4,6-dimethyl-1-[(1S)-1,2,3,4-tetrahydronaphthalen-1-yl]-1H-pyrrolo[2,3-b]pyridin-2-yl}prop-2-enoic acid), C(C(=O)Cl)(=O)Cl (oxalylchloride), FC(C1=CC=C(N)C=C1)(F)F (4-trifluoromethylaniline), N1=CC=CC=C1 (pyridine). The solvent is C1CCOC1 (THF), CN(C)C=O (DMF), O (water), C1CCOC1 (THF). Reaction conditions: time 1 hour. Yields the product C(#N)C1=C(N(C2=NC(=CC(=C21)C)C)[C@H]2CCCC1=CC=CC=C21)/C=C/C(=O)NC2=CC=C(C=C2)C(F)(F)F ((2E)-3-{3-cyano-4,6-dimethyl-1-[(1S)-1,2,3,4-tetrahydronaphthalen-1-yl]-1H-pyrrolo[2,3-b]pyridin-2-yl}-N-[4-(trifluoromethyl)phenyl]prop-2-enamide). Reaction SMILES: [C:1]([C:3]1[C:11]2[C:6](=[N:7][C:8]([CH3:13])=[CH:9][C:10]=2[CH3:12])[N:5]([C@@H:14]2[C:23]3[C:18](=[CH:19][CH:20]=[CH:21][CH:22]=3)[CH2:17][CH2:16][CH2:15]2)[C:4]=1/[CH:24]=[CH:25]/[C:26]([OH:28])=O)#[N:2].C(Cl)(=O)C(Cl)=O.[F:35][C:36]([F:45])([F:44])[C:37]1[CH:43]=[CH:42][C:40]([NH2:41])=[CH:39][CH:38]=1.N1C=CC=CC=1>C1COCC1.O.CN(C=O)C>[C:1]([C:3]1[C:11]2[C:6](=[N:7][C:8]([CH3:13])=[CH:9][C:10]=2[CH3:12])[N:5]([C@@H:14]2[C:23]3[C:18](=[CH:19][CH:20]=[CH:21][CH:22]=3)[CH2:17][CH2:16][CH2:15]2)[C:4]=1/[CH:24]=[CH:25]/[C:26]([NH:41][C:40]1[CH:42]=[CH:43][C:37]([C:36]([F:35])([F:44])[F:45])=[CH:38][CH:39]=1)=[O:28])#[N:2]. Procedure: To a solution of (2E)-3-{3-cyano-4,6-dimethyl-1-[(1S)-1,2,3,4-tetrahydronaphthalen-1-yl]-1H-pyrrolo[2,3-b]pyridin-2-yl}prop-2-enoic acid (300 mg, 0.808 mmol) in THF (3 ml) were added DMF (0.03 ml) and oxalylchloride (0.0846 ml, 0.970 mmol), the mixture was stirred at room temperature for 1 hour and the solvent was distilled off under reduced pressure. The residue was added under ice-cooling to a solution of 4-trifluoromethylaniline (0.121 ml, 0.968 mmol), pyridine (0.262 ml, 3.24 mmol) and THF (... Starting materials: O=[N+]([O-])c1ccc(Br)cn1, CCO, CNC, C1CCOC1. Product: CN(C)c1ccc([N+](=O)[O-])nc1. RXN SMILES: [Br:4][c:5]1[cH:6][cH:7][c:8]([N+:11](=[O:12])[O-:13])[n:9][cH:10]1.[CH3:19][CH2:20][OH:21].[CH3:1][NH:2][CH3:3].[O:14]1[CH2:15][CH2:16][CH2:17][CH2:18]1>>[CH3:1][N:2]([CH3:3])[c:5]1[cH:6][cH:7][c:8]([N+:11](=[O:12])[O-:13])[n:9][cH:10]1.